Dataset: the Open Reaction Database (ORD), a public repository of structured organic reaction records. Task: describe an organic reaction: reactants, conditions, products, and yield Starting materials: C(C)OC(=O)C1CCC(CC1)=C (4-methylene-cyclohexanecarboxylic acid ethyl ester), [H-].[H-].[H-].[H-].[Li+].[Al+3] (LAH). Yields the product C=C1CCC(CC1)CO ((4-methylene-cyclohexyl)-methanol). RXN SMILES: C([O:3][C:4]([CH:6]1[CH2:11][CH2:10][C:9](=[CH2:12])[CH2:8][CH2:7]1)=O)C.[H-].[H-].[H-].[H-].[Li+].[Al+3]>>[CH2:12]=[C:9]1[CH2:10][CH2:11][CH:6]([CH2:4][OH:3])[CH2:7][CH2:8]1 |f:1.2.3.4.5.6|. Procedure details: The reduction reaction of 4-methylene-cyclohexanecarboxylic acid ethyl ester with LAH is as described in the above reference. The product was purified by distillation to provide (4-methylene-cyclohexyl)-methanol as clear oil (3.67 g, 29.09 mmol, 50% over Step A and B). Reported procedure: Zinc bis(trifluoromethylsulfonyl)imide (750 mg, 1.2 mmol) and (1-(trifluoromethyl)-1,2-benziodoxol-3(1H)-one (758 mg, 2.4 mmol) were added to a stirred solution of (R)-2-hydroxymethyl-2-methyl-but-3-enoic acid methyl ester (288 mg, 2.0 mmol) in dry deuterochloroform (4 mL) under nitrogen. The reaction mixture was stirred at room temperature under nitrogen in a sealed flask for 5 days. The resulting suspension was diluted with dichloromethane and the supernatant was separated and evaporated. Dich... Isolated yield 23.1%. Product: COC([C@](C=C)(COC(F)(F)F)C)=O ((R)-2-methyl-2-trifluoromethoxymethyl-but-3-enoic acid methyl ester). Reagents/catalysts: [N-](S(=O)(=O)C(F)(F)F)S(=O)(=O)C(F)(F)F.[Zn+2].[N-](S(=O)(=O)C(F)(F)F)S(=O)(=O)C(F)(F)F (Zinc bis(trifluoromethylsulfonyl)imide). Starting materials: FC(I1OC(C2=C1C=CC=C2)=O)(F)F (1-(trifluoromethyl)-1,2-benziodoxol-3(1H)-one), COC([C@@](C=C)(C)CO)=O ((R)-2-hydroxymethyl-2-methyl-but-3-enoic acid methyl ester). Reaction SMILES: [F:1][C:2]([F:14])([F:13])I1C2C=CC=CC=2C(=O)O1.[CH3:15][O:16][C:17](=[O:24])[C@:18]([CH2:22][OH:23])([CH3:21])[CH:19]=[CH2:20]>[2H]C(Cl)(Cl)Cl.ClCCl.[N-](S(C(F)(F)F)(=O)=O)S(C(F)(F)F)(=O)=O.[Zn+2].[N-](S(C(F)(F)F)(=O)=O)S(C(F)(F)F)(=O)=O>[CH3:15][O:16][C:17](=[O:24])[C@@:18]([CH3:21])([CH2:22][O:23][C:2]([F:14])([F:13])[F:1])[CH:19]=[CH2:20] |f:4.5.6|. Conditions: time 5 day. The solvent is [2H]C(Cl)(Cl)Cl (deuterochloroform), ClCCl (dichloromethane). The product is FC1=CC(=C(C=C1)N1C[C@H](N(CC1)S(=O)(=O)C=1C=C(C=CC1)C1CCN(CC1)C(=O)OC(C)(C)C)C)C(F)(F)F (tert-butyl 4-[3-({(2R)-4-[4-fluoro-2-(trifluoromethyl)phenyl]-2-methylpiperazin-1-yl}sulfonyl)phenyl]piperidine-1-carboxylate). Solvent: CO (MeOH). The reagents and catalysts are [Pd] (Pd/C). Reaction SMILES: [F:1][C:2]1[CH:7]=[CH:6][C:5]([N:8]2[CH2:13][CH2:12][N:11]([S:14]([C:17]3[CH:18]=[C:19]([C:23]4[CH2:28][CH2:27][N:26]([C:29]([O:31][C:32]([CH3:35])([CH3:34])[CH3:33])=[O:30])[CH2:25][CH:24]=4)[CH:20]=[CH:21][CH:22]=3)(=[O:16])=[O:15])[C@H:10]([CH3:36])[CH2:9]2)=[C:4]([C:37]([F:40])([F:39])[F:38])[CH:3]=1>CO.[Pd]>[F:1][C:2]1[CH:7]=[CH:6][C:5]([N:8]2[CH2:13][CH2:12][N:11]([S:14]([C:17]3[CH:18]=[C:19]([CH:23]4[CH2:28][CH2:27][N:26]([C:29]([O:31][C:32]([CH3:33])([CH3:34])[CH3:35])=[O:30])[CH2:25][CH2:24]4)[CH:20]=[CH:21][CH:22]=3)(=[O:15])=[O:16])[C@H:10]([CH3:36])[CH2:9]2)=[C:4]([C:37]([F:40])([F:38])[F:39])[CH:3]=1. Procedure details: To a solution of (R)-tert-butyl 4-(3-(4-(4-fluoro-2-(trifluoromethyl)phenyl)-2-methylpiperazin-1-ylsulfonyl)phenyl)-5,6-dihydropyridine-1(2H)-carboxylate (620 mg, 1.06 mmol) in MeOH (50 mL) was added Pd/C (˜100 mg). The mixture was purged with nitrogen and then stirred under H2 balloon at room temperature for 2 h. The reaction mixture was filtered through Celite and concentrated. The crude product was purified by SiO2 gel column eluted with hexanes/EtOAc to give the titled compound as a light ye... Yield: 91.7%. Conditions: time 2 hour. The reactants are FC1=CC(=C(C=C1)N1C[C@H](N(CC1)S(=O)(=O)C=1C=C(C=CC1)C1=CCN(CC1)C(=O)OC(C)(C)C)C)C(F)(F)F ((R)-tert-butyl 4-(3-(4-(4-fluoro-2-(trifluoromethyl)phenyl)-2-methylpiperazin-1-ylsulfonyl)phenyl)-5,6-dihydropyridine-1(2H)-carboxylate).